From a dataset of the Open Reaction Database (ORD), a public repository of structured organic reaction records. describe an organic reaction: reactants, conditions, products, and yield The reactants are CCCCOC(=O)N1CCN(C(=O)C(CCCCOCc2ccccc2)NC(=O)c2cc(OCC(=O)N3CCCC3C(=O)NC3CCC3)n(-c3ccccc3)n2)CC1, c1ccc(COCc2ccccc2)cc1, CCOC(C)=O, [H][H]. Reaction SMILES: [CH2:1]([CH2:2][CH2:3][CH3:4])[O:5][C:6](=[O:7])[N:8]1[CH2:9][CH2:10][N:11]([C:14]([CH:15]([CH2:16][CH2:17][CH2:18][CH2:19][O:20][CH2:21][c:22]2[cH:23][cH:24][cH:25][cH:26][cH:27]2)[NH:28][C:29](=[O:30])[c:31]2[n:32][n:33](-[c:52]3[cH:53][cH:54][cH:55][cH:56][cH:57]3)[c:34]([O:36][CH2:37][C:38](=[O:39])[N:40]3[CH:41]([C:45]([NH:46][CH:47]4[CH2:48][CH2:49][CH2:50]4)=[O:51])[CH2:42][CH2:43][CH2:44]3)[cH:35]2)=[O:58])[CH2:12][CH2:13]1.[CH2:61]([O:62][CH2:63][c:64]1[cH:65][cH:66][cH:67][cH:68][cH:69]1)[c:70]1[cH:71][cH:72][cH:73][cH:74][cH:75]1.[CH3:76][CH2:77][O:78][C:79](=[O:80])[CH3:81].[H:59][H:60]>>[CH2:1]([CH2:2][CH2:3][CH3:4])[O:5][C:6](=[O:7])[N:8]1[CH2:9][CH2:10][N:11]([C:14]([CH:15]([CH2:16][CH2:17][CH2:18][CH2:19][OH:20])[NH:28][C:29](=[O:30])[c:31]2[n:32][n:33](-[c:52]3[cH:53][cH:54][cH:55][cH:56][cH:57]3)[c:34]([O:36][CH2:37][C:38](=[O:39])[N:40]3[CH:41]([C:45]([NH:46][CH:47]4[CH2:48][CH2:49][CH2:50]4)=[O:51])[CH2:42][CH2:43][CH2:44]3)[cH:35]2)=[O:58])[CH2:12][CH2:13]1. Yields the product CCCCOC(=O)N1CCN(C(=O)C(CCCCO)NC(=O)c2cc(OCC(=O)N3CCCC3C(=O)NC3CCC3)n(-c3ccccc3)n2)CC1. As a reaction SMILES: Br[CH2:2][C:3]1[CH:8]=[CH:7][C:6]([O:9][CH2:10][CH2:11][CH2:12][CH2:13][CH2:14][CH2:15][CH2:16][CH2:17][CH2:18][CH2:19][CH2:20][CH2:21][CH2:22][CH3:23])=[CH:5][CH:4]=1.[N:24]1[CH:29]=[CH:28][CH:27]=[C:26]([CH2:30][NH:31][C:32](=[O:34])[CH3:33])[CH:25]=1.[H-].[Na+]>O1CCCC1>[N:24]1[CH:29]=[CH:28][CH:27]=[C:26]([CH2:30][N:31]([CH2:2][C:3]2[CH:8]=[CH:7][C:6]([O:9][CH2:10][CH2:11][CH2:12][CH2:13][CH2:14][CH2:15][CH2:16][CH2:17][CH2:18][CH2:19][CH2:20][CH2:21][CH2:22][CH3:23])=[CH:5][CH:4]=2)[C:32](=[O:34])[CH3:33])[CH:25]=1 |f:2.3|. Reactants: BrCC1=CC=C(C=C1)OCCCCCCCCCCCCCC (1-(Bromomethyl)-4-(tetradecyloxy)benzene), N1=CC(=CC=C1)CNC(C)=O (N-(3-Pyridinylmethyl)acetamide), [H-].[Na+] (sodium hydride). Yield: 41.2%. Procedure details: The title compound is prepared by the procedure of Example 27 using 1.1 g of product from Example 20, 0.431 g of product from Example 14, 0.145 g of washed 50% sodium hydride and 12 ml of tetrahydrofuran. The reaction is stirred at room temperature for 21 hours followed by heating at reflux temperature for 51/2 hours. The residue is purified by column chromatography (silica gel: 5% methyl alcohol/ethyl acetate) to give 0.535 g of the desired product. The spectral data indicates the presence of 2... Run in O1CCCC1 (tetrahydrofuran). Yields the product N1=CC(=CC=C1)CN(C(C)=O)CC1=CC=C(C=C1)OCCCCCCCCCCCCCC (N-(3-Pyridinylmethyl)-N-[[4-(tetradecyloxy)phenyl]methyl]acetamide). Conditions: time 21 hour. Reactants: COCCCN1CCOc2ccc(COC3CN(S(=O)(=O)c4ccc(C)cc4)C(CC(C)(C)C(=O)O)CC3c3ccc(OC)cc3)cc21, CN1CCC(N)CC1. The product is COCCCN1CCOc2ccc(COC3CN(S(=O)(=O)c4ccc(C)cc4)C(CC(C)(C)C(=O)NC4CCN(C)CC4)CC3c3ccc(OC)cc3)cc21. Reaction SMILES: [CH3:1][O:2][c:3]1[cH:4][cH:5][c:6]([CH:9]2[CH2:10][CH:11]([CH2:42][C:43]([C:44](=[O:45])[OH:46])([CH3:47])[CH3:48])[N:12]([S:32](=[O:33])(=[O:34])[c:35]3[cH:36][cH:37][c:38]([CH3:41])[cH:39][cH:40]3)[CH2:13][CH:14]2[O:15][CH2:16][c:17]2[cH:18][cH:19][c:20]3[c:21]([cH:31]2)[N:22]([CH2:26][CH2:27][CH2:28][O:29][CH3:30])[CH2:23][CH2:24][O:25]3)[cH:7][cH:8]1.[CH3:49][N:50]1[CH2:51][CH2:52][CH:53]([NH2:56])[CH2:54][CH2:55]1>>[CH3:1][O:2][c:3]1[cH:4][cH:5][c:6]([CH:9]2[CH2:10][CH:11]([CH2:42][C:43]([C:44](=[O:45])[NH:56][CH:53]3[CH2:52][CH2:51][N:50]([CH3:49])[CH2:55][CH2:54]3)([CH3:47])[CH3:48])[N:12]([S:32](=[O:33])(=[O:34])[c:35]3[cH:36][cH:37][c:38]([CH3:41])[cH:39][cH:40]3)[CH2:13][CH:14]2[O:15][CH2:16][c:17]2[cH:18][cH:19][c:20]3[c:21]([cH:31]2)[N:22]([CH2:26][CH2:27][CH2:28][O:29][CH3:30])[CH2:23][CH2:24][O:25]3)[cH:7][cH:8]1.